This data is from the Open Reaction Database (ORD), a public repository of structured organic reaction records. The task is: describe an organic reaction: reactants, conditions, products, and yield Starting materials: N1C=C(C2=CC=CC=C12)\C=C\1/OC2=C(C1=O)C=CC(=C2CN(CCCCCCCCN(C(OC(C)(C)C)=O)C)C)O (tert-butyl (Z)-8-[({2-[(1H-indol-3-yl)methylene]-6-hydroxy-3-oxo-2,3-dihydrobenzofuran-7-yl}methyl)(methyl)amino]octyl(methyl)carbamate), solution, Cl (hydrogen chloride). Solvent: C(Cl)Cl (methylene chloride), O1CCOCC1 (1,4-dioxane). Run at time 1 hour. Yields the product N1C=C(C2=CC=CC=C12)\C=C\1/OC2=C(C1=O)C=CC(=C2CN(CCCCCCCCNC)C)O ((Z)-2-[(1H-indol-3-yl)methylene]-6-hydroxy-7-({methyl[8-(methylamino)octyl]amino}methyl)benzofuran-3(2H)-one). Yield: 60.2%. RXN SMILES: [NH:1]1[C:9]2[C:4](=[CH:5][CH:6]=[CH:7][CH:8]=2)[C:3](/[CH:10]=[C:11]2\[O:12][C:13]3[C:20]([CH2:21][N:22]([CH3:40])[CH2:23][CH2:24][CH2:25][CH2:26][CH2:27][CH2:28][CH2:29][CH2:30][N:31](C)[C:32](=O)OC(C)(C)C)=[C:19]([OH:41])[CH:18]=[CH:17][C:14]=3[C:15]\2=[O:16])=[CH:2]1.Cl>C(Cl)Cl.O1CCOCC1>[NH:1]1[C:9]2[C:4](=[CH:5][CH:6]=[CH:7][CH:8]=2)[C:3](/[CH:10]=[C:11]2\[O:12][C:13]3[C:20]([CH2:21][N:22]([CH3:40])[CH2:23][CH2:24][CH2:25][CH2:26][CH2:27][CH2:28][CH2:29][CH2:30][NH:31][CH3:32])=[C:19]([OH:41])[CH:18]=[CH:17][C:14]=3[C:15]\2=[O:16])=[CH:2]1. Reported procedure: A solution of tert-butyl (Z)-8-[({2-[(1H-indol-3-yl)methylene]-6-hydroxy-3-oxo-2,3-dihydrobenzofuran-7-yl}methyl)(methyl)amino]octyl(methyl)carbamate (0.020 g, 0.036 mmol) in methylene chloride (2.0 mL) was added with a 4 M solution of hydrogen chloride in 1,4-dioxane (2.0 mL), and then the mixture was stirred at room temperature for 1 hour. The solvent was evaporated under reduced pressure, and then the residue was added with triethylamine and thereby made basic. Then, the mixture was azeotrope... The reactants are [Li]CCCC, C1CCOC1, CCCCCC, CCOC=O, Cn1nnnc1C=C(c1ccccc1)c1ccccc1. Yields the product Cn1nnnc1C(C=O)=C(c1ccccc1)c1ccccc1. RXN SMILES: [CH2:21]([Li:22])[CH2:23][CH2:24][CH3:25].[CH2:31]1[O:32][CH2:33][CH2:34][CH2:35]1.[CH3:36][CH2:37][CH2:38][CH2:39][CH2:40][CH3:41].[CH:26](=[O:27])[O:28][CH2:29][CH3:30].[c:1]1([C:7](=[CH:8][c:9]2[n:10][n:11][n:12][n:13]2[CH3:14])[c:15]2[cH:16][cH:17][cH:18][cH:19][cH:20]2)[cH:2][cH:3][cH:4][cH:5][cH:6]1>>[c:1]1([C:7](=[C:8]([c:9]2[n:10][n:11][n:12][n:13]2[CH3:14])[CH:26]=[O:27])[c:15]2[cH:16][cH:17][cH:18][cH:19][cH:20]2)[cH:2][cH:3][cH:4][cH:5][cH:6]1.